Dataset: the Open Reaction Database (ORD), a public repository of structured organic reaction records. Task: describe an organic reaction: reactants, conditions, products, and yield The reactants are CO, CCOC(C)=O, CC(C)CC(C(=O)NN1CC(=O)NC1=O)C(CC=Cc1ccccc1)C(=O)NOC1CCCCO1, O, Cc1ccc(S(=O)(=O)O)cc1. Yields the product CC(C)CC(C(=O)NN1CC(=O)NC1=O)C(CC=Cc1ccccc1)C(=O)NO. RXN SMILES: [CH3:48][OH:49].[CH3:50][CH2:51][O:52][C:53](=[O:54])[CH3:55].[O:1]1[CH2:2][CH2:3][CH2:4][CH2:5][CH:6]1[O:7][NH:8][C:9](=[O:10])[CH:11]([CH2:12][CH:13]=[CH:14][c:15]1[cH:16][cH:17][cH:18][cH:19][cH:20]1)[CH:21]([C:22](=[O:23])[NH:24][N:25]1[C:26](=[O:31])[NH:27][C:28](=[O:30])[CH2:29]1)[CH2:32][CH:33]([CH3:34])[CH3:35].[OH2:36].[c:37]1([CH3:38])[cH:39][cH:40][c:41]([S:42]([OH:43])(=[O:44])=[O:45])[cH:46][cH:47]1>>[OH:7][NH:8][C:9](=[O:10])[CH:11]([CH2:12][CH:13]=[CH:14][c:15]1[cH:16][cH:17][cH:18][cH:19][cH:20]1)[CH:21]([C:22](=[O:23])[NH:24][N:25]1[C:26](=[O:31])[NH:27][C:28](=[O:30])[CH2:29]1)[CH2:32][CH:33]([CH3:34])[CH3:35]. Starting materials: example 1 ( b ), CS(=O)(=O)C=1C=CC(=C(C(=O)O)C1)OC(CC)C(F)(F)F (5-methanesulfonyl-2-(1-trifluoromethyl-propoxy)-benzoic acid), Cl.FC(C1=CN=C(S1)N1CCNCC1)(F)F (1-(5-trifluoromethyl-thiazol-2-yl)-piperazine hydrochloride). Yields the product CS(=O)(=O)C=1C=CC(=C(C1)C(=O)N1CCN(CC1)C=1SC(=CN1)C(F)(F)F)OC(CC)C(F)(F)F ([5-Methanesulfonyl-2-(1-trifluoromethyl-propoxy)-phenyl]-[4-(5-trifluoromethyl-thiazol-2-yl)-piperazin-1-yl]-methanone). The yield is 11.0%. Reaction SMILES: [CH3:1][S:2]([C:5]1[CH:6]=[CH:7][C:8]([O:14][CH:15]([C:18]([F:21])([F:20])[F:19])[CH2:16][CH3:17])=[C:9]([CH:13]=1)[C:10]([OH:12])=O)(=[O:4])=[O:3].Cl.[F:23][C:24]([F:37])([F:36])[C:25]1[S:29][C:28]([N:30]2[CH2:35][CH2:34][NH:33][CH2:32][CH2:31]2)=[N:27][CH:26]=1>>[CH3:1][S:2]([C:5]1[CH:6]=[CH:7][C:8]([O:14][CH:15]([C:18]([F:21])([F:20])[F:19])[CH2:16][CH3:17])=[C:9]([C:10]([N:33]2[CH2:34][CH2:35][N:30]([C:28]3[S:29][C:25]([C:24]([F:37])([F:23])[F:36])=[CH:26][N:27]=3)[CH2:31][CH2:32]2)=[O:12])[CH:13]=1)(=[O:3])=[O:4] |f:1.2|. Procedure: Prepared in analogy to example 1 (b) from 5-methanesulfonyl-2-(1-trifluoromethyl-propoxy)-benzoic acid (Example A19) and 1-(5-trifluoromethyl-thiazol-2-yl)-piperazine hydrochloride (Example 58(c)). The crude material was purified by reversed phase HPLC (acetonitrile/water) followed by trituration in ether to yield the title compound as an off-white crystalline solid (yield 11%). MS (m/e): 546.3 (M+H+, 100%). Starting materials: C(C)(=O)NC1=C(C=C(C=C1)OC1=CC=CC=C1)[N+](=O)[O-] (1-Acetamido-2-nitro-4-phenoxybenzene), CO (methanol), [OH-].[Na+] (sodium hydroxide). The solvent is O (water). The product is NC1=C(C=C(C=C1)OC1=CC=CC=C1)[N+](=O)[O-] (1-amino-2-nitro-4-phenoxybenzene). Reaction SMILES: C([NH:4][C:5]1[CH:10]=[CH:9][C:8]([O:11][C:12]2[CH:17]=[CH:16][CH:15]=[CH:14][CH:13]=2)=[CH:7][C:6]=1[N+:18]([O-:20])=[O:19])(=O)C.CO.[OH-].[Na+]>O>[NH2:4][C:5]1[CH:10]=[CH:9][C:8]([O:11][C:12]2[CH:17]=[CH:16][CH:15]=[CH:14][CH:13]=2)=[CH:7][C:6]=1[N+:18]([O-:20])=[O:19] |f:2.3|. Reported procedure: 1-Acetamido-2-nitro-4-phenoxybenzene is treated with 20 ml. methanol and 10 ml. 5 N aqueous sodium hydroxide at 20°-25° C for one hour. The mixture is diluted with water and the crude product filtered off. Recrystallization yields 1-amino-2-nitro-4-phenoxybenzene. This latter compound is treated in accordance with the first paragraph of Example VI to afford 1-(3-methoxycarbonyl-2-thioureido)-2-nitro-4-phenoxybenzene. Reactants: C1OC=2C=C(C=CC2O1)NC1CCN(CC1)CC1=CC(=NC=C1)C1=CC(=C(C(=C1)OC)OC)OC (4-(3,4-Methylenedioxyphenylamino)-1-[[2-(3,4,5-trimethoxyphenyl)pyridin-4-yl]methyl]piperidine), COC=1C=C(C=C(C1OC)OC)C1=CC=C(CCl)C=C1 (4-(3,4,5-trimethoxyphenyl)benzyl chloride), C1(=C(C(=C(C(=C1F)F)F)N)F)N.Cl.Cl (dihydrochloride). Product: Cl.Cl.C1OC=2C=C(C=CC2O1)N(CC1=CC=C(C=C1)C1=CC(=C(C(=C1)OC)OC)OC)C1CCN(CC1)CC1=CC(=NC=C1)C1=CC(=C(C(=C1)OC)OC)OC (4-[N-(3,4-Methylenedioxyphenyl)-N-[4-(3,4,5-trimethoxyphenyl)benzyl]amino]-1-[[2-(3,4,5-trimethoxyphenyl)pyridin-4-yl]methyl]piperidine Dihydrochloride). RXN SMILES: [CH2:1]1[O:9][C:8]2[CH:7]=[CH:6][C:5]([NH:10][CH:11]3[CH2:16][CH2:15][N:14]([CH2:17][C:18]4[CH:23]=[CH:22][N:21]=[C:20]([C:24]5[CH:29]=[C:28]([O:30][CH3:31])[C:27]([O:32][CH3:33])=[C:26]([O:34][CH3:35])[CH:25]=5)[CH:19]=4)[CH2:13][CH2:12]3)=[CH:4][C:3]=2[O:2]1.[CH3:36][O:37][C:38]1[CH:39]=[C:40]([C:48]2[CH:55]=[CH:54][C:51]([CH2:52][Cl:53])=[CH:50][CH:49]=2)[CH:41]=[C:42]([O:46][CH3:47])[C:43]=1[O:44][CH3:45].C1(N)C(F)=C(F)C(F)=C(N)C=1F.[ClH:68].Cl>>[ClH:53].[ClH:68].[CH2:1]1[O:9][C:8]2[CH:7]=[CH:6][C:5]([N:10]([CH:11]3[CH2:16][CH2:15][N:14]([CH2:17][C:18]4[CH:23]=[CH:22][N:21]=[C:20]([C:24]5[CH:25]=[C:26]([O:34][CH3:35])[C:27]([O:32][CH3:33])=[C:28]([O:30][CH3:31])[CH:29]=5)[CH:19]=4)[CH2:13][CH2:12]3)[CH2:52][C:51]3[CH:54]=[CH:55][C:48]([C:40]4[CH:41]=[C:42]([O:46][CH3:47])[C:43]([O:44][CH3:45])=[C:38]([O:37][CH3:36])[CH:39]=4)=[CH:49][CH:50]=3)=[CH:4][C:3]=2[O:2]1 |f:2.3.4,5.6.7|. Procedure: 4-(3,4-Methylenedioxyphenylamino)-1-[[2-(3,4,5-trimethoxyphenyl)pyridin-4-yl]methyl]piperidine (119 mg) and 4-(3,4,5-trimethoxyphenyl)benzyl chloride (114 mg) were condensed by the same manner as described in Example 9. Yellow oil of a free base was converted to a dihydrochloride which gave the title compound as yellow powder. Starting materials: CC(CC(C)=O)=O (2,4-pentandione). The reagents and catalysts are C(C)N(CC)CC (triethyl amine). Run in CC(CC)=O (2-butanone). Run at time 42 hour. Yields the product C(C)(=O)C(C(C)=O)CCC(C)=O (3-acetyl-2,6-heptandione). The yield is 61.6%. RXN SMILES: [CH3:1][C:2](=[O:7])[CH2:3][C:4](=[O:6])[CH3:5]>C(N(CC)CC)C.CC(=O)CC>[C:4]([CH:3]([CH2:2][CH2:3][C:4](=[O:6])[CH3:5])[C:2](=[O:7])[CH3:1])(=[O:6])[CH3:5]. Reported procedure: 60 g of 2,4-pentandione and 0.1 g of triethyl amine were mixed, and 28 g of 2-butanone was added dropwise at room temperature. The mixture was stirred for 42 hours and the raw product was distilled off. Re-distillation gave 31.4 g of 3-acetyl-2,6-heptandione. Starting materials: O=[N+]([O-])c1ccc(F)cc1, [K+], [K+], O=C([O-])[O-], CN(C)C=O, O, CCOC(=O)c1cccc(O)c1. The product is CCOC(=O)c1cccc(Oc2ccc([N+](=O)[O-])cc2)c1. As a reaction SMILES: [F:1][c:2]1[cH:3][cH:4][c:5]([N+:8](=[O:9])[O-:10])[cH:6][cH:7]1.[K+:23].[K+:24].[O-:25][C:26]([O-:27])=[O:28].[O:30]=[CH:31][N:32]([CH3:33])[CH3:34].[OH2:29].[OH:11][c:12]1[cH:13][c:14]([C:15](=[O:16])[O:17][CH2:18][CH3:19])[cH:20][cH:21][cH:22]1>>[c:2]1([O:11][c:12]2[cH:13][c:14]([C:15](=[O:16])[O:17][CH2:18][CH3:19])[cH:20][cH:21][cH:22]2)[cH:3][cH:4][c:5]([N+:8](=[O:9])[O-:10])[cH:6][cH:7]1. Reactants: ClC1=CC(=C(C(=O)O)C=C1)NS(=O)(=O)C=1C=2N=CC=NC2C=CC1 (4-chloro-2-(quinoxaline-5-sulfonylamino)-benzoic acid), Cl.ClC=1C=C(C=CC1Cl)C(CN)C ((±)-2-(3,4-dichloro-phenyl)-propylamine hydrochloride). The product is ClC1=CC(=C(C(=O)NCC(C)C2=CC(=C(C=C2)Cl)Cl)C=C1)NS(=O)(=O)C=1C=2N=CC=NC2C=CC1 ((±)-4-Chloro-N-[2-(3,4-dichloro-phenyl)-propyl]-2-(quinoxaline-5-sulfonylamino)-benzamide). As a reaction SMILES: [Cl:1][C:2]1[CH:10]=[CH:9][C:5]([C:6]([OH:8])=O)=[C:4]([NH:11][S:12]([C:15]2[C:16]3[N:17]=[CH:18][CH:19]=[N:20][C:21]=3[CH:22]=[CH:23][CH:24]=2)(=[O:14])=[O:13])[CH:3]=1.Cl.[Cl:26][C:27]1[CH:28]=[C:29]([CH:34]([CH3:37])[CH2:35][NH2:36])[CH:30]=[CH:31][C:32]=1[Cl:33]>>[Cl:1][C:2]1[CH:10]=[CH:9][C:5]([C:6]([NH:36][CH2:35][CH:34]([C:29]2[CH:30]=[CH:31][C:32]([Cl:33])=[C:27]([Cl:26])[CH:28]=2)[CH3:37])=[O:8])=[C:4]([NH:11][S:12]([C:15]2[C:16]3[N:17]=[CH:18][CH:19]=[N:20][C:21]=3[CH:22]=[CH:23][CH:24]=2)(=[O:13])=[O:14])[CH:3]=1 |f:1.2|. Procedure details: The title compound was prepared from 4-chloro-2-(quinoxaline-5-sulfonylamino)-benzoic acid and (±)-2-(3,4-dichloro-phenyl)-propylamine hydrochloride as in EXAMPLE 1, Part C. HPLC: RT=10.78 min. MS (ESI+): mass calcd. for C24H19Cl3N4O3S, 548.02; m/z found, 551/553 [M+H]+; m/z found, 571/575 [M+Na]+. 1H NMR (400 MHz, CDCl3): 11.21 (s, 1H), 9.04 (d, J=1.7, 1H), 8.96 (d, J=1.7, 1H), 8.57 (dd, J=7.3, 1.3, 1H), 8.33 (dd, J=8.5, 1.2, 1H), 7.91-7.87 (m, 1H), 7.71 (d, J=1.9, 1H), 7.39 (d, J=8.2, 1H), 7.2...